describe an organic reaction: reactants, conditions, products, and yield From a dataset of the Open Reaction Database (ORD), a public repository of structured organic reaction records. The reactants are CN(C)c1cc(NC(=O)OC(C)(C)C)c(N)cc1C(F)(F)F, Cn1nccc1-c1cccc(C(=O)CC(=O)OC(C)(C)C)c1. The product is CN(C)c1cc(NC(=O)OC(C)(C)C)c(NC(=O)CC(=O)c2cccc(-c3ccnn3C)c2)cc1C(F)(F)F. As a reaction SMILES: [C:1]([CH3:2])([CH3:3])([CH3:4])[O:5][C:6]([NH:7][c:8]1[c:9]([NH2:21])[cH:10][c:11]([C:17]([F:18])([F:19])[F:20])[c:12]([N:14]([CH3:15])[CH3:16])[cH:13]1)=[O:22].[C:23]([CH3:25])([CH3:26])([O:27][C:28](=[O:24])[CH2:29][C:30](=[O:31])[c:32]1[cH:33][c:34](-[c:38]2[n:39]([CH3:43])[n:40][cH:41][cH:42]2)[cH:35][cH:36][cH:37]1)[CH3:44]>>[C:1]([CH3:2])([CH3:3])([CH3:4])[O:5][C:6]([NH:7][c:8]1[c:9]([NH:21][C:28](=[O:27])[CH2:29][C:30](=[O:31])[c:32]2[cH:33][c:34](-[c:38]3[n:39]([CH3:43])[n:40][cH:41][cH:42]3)[cH:35][cH:36][cH:37]2)[cH:10][c:11]([C:17]([F:18])([F:19])[F:20])[c:12]([N:14]([CH3:15])[CH3:16])[cH:13]1)=[O:22]. Starting materials: CO, ClCCCOc1cccnc1, [NH4+], [OH-]. The product is NCCCOc1cccnc1. As a reaction SMILES: [CH3:14][OH:15].[Cl:1][CH2:2][CH2:3][CH2:4][O:5][c:6]1[cH:7][n:8][cH:9][cH:10][cH:11]1.[NH4+:12].[OH-:13]>>[CH2:2]([CH2:3][CH2:4][O:5][c:6]1[cH:7][n:8][cH:9][cH:10][cH:11]1)[NH2:12]. Starting materials: O.O.O.[F-].C(CCC)[N+](CCCC)(CCCC)CCCC (Tetrabutylammonium fluoride trihydrate), FC1=C(C(=O)O)C=C(C=C1F)O[Si](C(C)C)(C(C)C)C(C)C (2,3-difluoro-5-(triisopropylsilyloxy)benzoic acid), O (water). The solvent is O1CCCC1 (tetrahydrofuran). Reaction conditions: time 8 hour. The product is FC1=C(C(=O)O)C=C(C=C1F)O (2,3-difluoro-5-hydroxybenzoic acid). The yield is 95.7%. Reaction SMILES: O.O.O.[F-].C([N+](CCCC)(CCCC)CCCC)CCC.[F:22][C:23]1[C:31]([F:32])=[CH:30][C:29]([O:33][Si](C(C)C)(C(C)C)C(C)C)=[CH:28][C:24]=1[C:25]([OH:27])=[O:26].O>O1CCCC1>[F:22][C:23]1[C:31]([F:32])=[CH:30][C:29]([OH:33])=[CH:28][C:24]=1[C:25]([OH:27])=[O:26] |f:0.1.2.3.4|. Reported procedure: Tetrabutylammonium fluoride trihydrate (191 g, 731.8 mmol) was added in portions to a solution of 2,3-difluoro-5-(triisopropylsilyloxy)benzoic acid (99.13 g, 300.0 mmol) in tetrahydrofuran (500 mL), and the resulting mixture stirred overnight at room temperature. The reaction mixture was poured into water (1000 mL) and extracted with ethyl acetate (2×500 mL). The combined organic layers were washed with brine (2×500 mL), dried over anhydrous sodium sulfate, filtered, and concentrated under vacuu... Starting materials: CCO, CC12CCC(C(=NO)C1=O)C(C)(C)O2, NN. Product: CC12CCC(C(=NO)C1=NN)C(C)(C)O2. Reaction SMILES: [CH3:17][CH2:18][OH:19].[CH3:1][C:2]12[O:3][C:4]([CH3:13])([CH3:14])[CH:5]([C:6](=[N:9][OH:10])[C:7]1=[O:8])[CH2:11][CH2:12]2.[NH2:15][NH2:16]>>[CH3:1][C:2]12[O:3][C:4]([CH3:13])([CH3:14])[CH:5]([C:6](=[N:9][OH:10])[C:7]1=[N:15][NH2:16])[CH2:11][CH2:12]2.